Dataset: the Open Reaction Database (ORD), a public repository of structured organic reaction records. Task: describe an organic reaction: reactants, conditions, products, and yield The reactants are C1(CC1)N1C=C(C(C2=C(C(=C(C(=C12)F)F)F)CC)=O)C(=O)OCC (ethyl 1-cyclopropyl-6,7,8-trifluoro-5-ethyl-1,4-dihydro-4-oxoquinoline-3-carboxylate), Cl (hydrochloric acid), O (water). Solvent: C(C)(=O)O (acetic acid). Yields the product C1(CC1)N1C=C(C(C2=C(C(=C(C(=C12)F)F)F)CC)=O)C(=O)O (1-cyclopropyl-6,7,8-trifluoro-5-ethyl-1,4-dihydro-4-oxoquinoline-3-carboxylic acid). The yield is 91.6%. As a reaction SMILES: [CH:1]1([N:4]2[C:13]3[C:8](=[C:9]([CH2:17][CH3:18])[C:10]([F:16])=[C:11]([F:15])[C:12]=3[F:14])[C:7](=[O:19])[C:6]([C:20]([O:22]CC)=[O:21])=[CH:5]2)[CH2:3][CH2:2]1.Cl.O>C(O)(=O)C>[CH:1]1([N:4]2[C:13]3[C:8](=[C:9]([CH2:17][CH3:18])[C:10]([F:16])=[C:11]([F:15])[C:12]=3[F:14])[C:7](=[O:19])[C:6]([C:20]([OH:22])=[O:21])=[CH:5]2)[CH2:3][CH2:2]1. Procedure details: Employing ethyl 1-cyclopropyl-6,7,8-trifluoro-5-ethyl-1,4-dihydro-4-oxoquinoline-3-carboxylate (5 g), conc. hydrochloric acid (11 ml), water (4.4 ml) and acetic acid (44 ml), the procedure of Reference Example 23 is repeated to give 1-cyclopropyl-6,7,8-trifluoro-5-ethyl-1,4-dihydro-4-oxoquinoline-3-carboxylic acid (4.2 g), as white powder, m.p. 197°-198° C. Reactants: O=C([O-])[O-], C=CCBr, CC(C)=O, O=C(Cn1nc(C(F)F)cc1C(F)F)N1CCC(c2nc(C3=NOC(c4c(O)cccc4Cl)C3)cs2)CC1, [K+], [K+], O. Yields the product C=CCOc1cccc(Cl)c1C1CC(c2csc(C3CCN(C(=O)Cn4nc(C(F)F)cc4C(F)F)CC3)n2)=NO1. RXN SMILES: [C:39](=[O:40])([O-:41])[O-:42].[CH2:45]([CH:46]=[CH2:47])[Br:48].[CH3:50][C:51](=[O:52])[CH3:53].[F:1][CH:2]([c:3]1[n:4][n:5]([CH2:11][C:12](=[O:13])[N:14]2[CH2:15][CH2:16][CH:17]([c:20]3[s:21][cH:22][c:23]([C:25]4=[N:26][O:27][CH:28]([c:30]5[c:31]([Cl:37])[cH:32][cH:33][cH:34][c:35]5[OH:36])[CH2:29]4)[n:24]3)[CH2:18][CH2:19]2)[c:6]([CH:8]([F:9])[F:10])[cH:7]1)[F:38].[K+:43].[K+:44].[OH2:49]>>[F:1][CH:2]([c:3]1[n:4][n:5]([CH2:11][C:12](=[O:13])[N:14]2[CH2:15][CH2:16][CH:17]([c:20]3[s:21][cH:22][c:23]([C:25]4=[N:26][O:27][CH:28]([c:30]5[c:31]([Cl:37])[cH:32][cH:33][cH:34][c:35]5[O:36][CH2:47][CH:46]=[CH2:45])[CH2:29]4)[n:24]3)[CH2:18][CH2:19]2)[c:6]([CH:8]([F:9])[F:10])[cH:7]1)[F:38].